From a dataset of the Open Reaction Database (ORD), a public repository of structured organic reaction records. describe an organic reaction: reactants, conditions, products, and yield Starting materials: alcohol, ClC=1C=C(C=CC1Cl)[C@@H](CN(C(=O)C1=C(C(=CC2=CC=CC=C12)C#N)OC)C)CCO (N-[2-(S)-(3,4-Dichlorophenyl)-4-hydroxybutyl]-N-methyl-3-cyano-2-methoxy-1-naphthamide), C(C(=O)Cl)(=O)Cl (oxalyl chloride). The solvent is CS(=O)C (DMSO). The product is ClC=1C=C(C=CC1Cl)[C@@H](CN(C(=O)C1=C(C(=CC2=CC=CC=C12)C#N)OC)C)CC=O (N-[2-(S)-(3,4-Dichlorophenyl)-4-oxobutyl]-N-methyl-3-cyano-2-methoxy-1-naphthamide). Reaction SMILES: [Cl:1][C:2]1[CH:3]=[C:4]([C@H:9]([CH2:29][CH2:30][OH:31])[CH2:10][N:11]([CH3:28])[C:12]([C:14]2[C:23]3[C:18](=[CH:19][CH:20]=[CH:21][CH:22]=3)[CH:17]=[C:16]([C:24]#[N:25])[C:15]=2[O:26][CH3:27])=[O:13])[CH:5]=[CH:6][C:7]=1[Cl:8].C(Cl)(=O)C(Cl)=O>CS(C)=O>[Cl:1][C:2]1[CH:3]=[C:4]([C@H:9]([CH2:29][CH:30]=[O:31])[CH2:10][N:11]([CH3:28])[C:12]([C:14]2[C:23]3[C:18](=[CH:19][CH:20]=[CH:21][CH:22]=3)[CH:17]=[C:16]([C:24]#[N:25])[C:15]=2[O:26][CH3:27])=[O:13])[CH:5]=[CH:6][C:7]=1[Cl:8]. Reported procedure: The alcohol from (g) was oxidized using oxalyl chloride and DMSO under standard Swern conditions to afford the aldehyde. 1H NMR (300 MHz, DMSO-d6) δ9.70-9.64 (m), 8.67-8.57 (m), 8.07-7.97 (m), 7.80 (s), 7.72-7.55 (m), 7.52-7.48 (m), 7.40-7.33 (m), 7.12-7.10 (d), 7.04-7.02 (d), 6.87-6.83 (m), 6.37-6.29 (d), 4.53-4.44 (t), 4.11-4.00 (m), 3.94 (s), 3.92 (s), 3.91-3.73 (m), 3.71 (s), 3.45-3.38 (m), 3.33 (s), 3.14 (s), 2.97-2.95 (d), 2.63 (s), 2.60 (s); MS APCI, m/z=455 (M+). This compound was charac...